From a dataset of the Open Reaction Database (ORD), a public repository of structured organic reaction records. describe an organic reaction: reactants, conditions, products, and yield Reactants: O (Water), ClC1=C(C=CC=C1CO)O (2-chloro-3-(hydroxymethyl)phenol), P(Br)(Br)Br (phosphorus tribromide). Solvent: C(Cl)(Cl)Cl (chloroform), C(Cl)(Cl)Cl (chloroform). Run at time 2 hour. Yields the product BrCC=1C(=C(C=CC1)O)Cl (3-(bromomethyl)-2-chlorophenol). The yield is 67.0%. As a reaction SMILES: [Cl:1][C:2]1[C:7]([CH2:8]O)=[CH:6][CH:5]=[CH:4][C:3]=1[OH:10].P(Br)(Br)[Br:12].O>C(Cl)(Cl)Cl>[Br:12][CH2:8][C:7]1[C:2]([Cl:1])=[C:3]([OH:10])[CH:4]=[CH:5][CH:6]=1. Reported procedure: To a solution of 2-chloro-3-(hydroxymethyl)phenol (400 mg, 2.5 mmol) in anhydrous chloroform (8 mL) was added dropwise a solution of phosphorus tribromide (240 μL, 2.5 mmol) in anhydrous chloroform (2 mL) at 0° C. The mixture was stirred for 2 hours at room temperature. Water was added and extracted 3 times with dichloromethane. The combined organic phase was washed with brine and dried over magnesium sulfate. After evaporation of the solvent, 3-(bromomethyl)-2-chlorophenol was obtained (373 mg,... Reactants: CCN=C=NCCCN(C)C, CS(=O)(=O)c1ccc(CC(=O)O)cc1, CN(C)c1ccncc1, CCOC(C)=O, CC(C)NC(C)C, [Cl-], ClCCl, [NH4+]. Yields the product CC(C)NC(=O)Cc1ccc(S(C)(=O)=O)cc1. Reaction SMILES: [CH3:15][CH2:16][N:17]=[C:18]=[N:19][CH2:20][CH2:21][CH2:22][N:23]([CH3:24])[CH3:25].[CH3:1][S:2](=[O:3])(=[O:4])[c:5]1[cH:6][cH:7][c:8]([CH2:11][C:12](=[O:13])[OH:14])[cH:9][cH:10]1.[CH3:36][N:37]([c:38]1[cH:39][cH:40][n:41][cH:42][cH:43]1)[CH3:44].[CH3:47][CH2:48][O:49][C:50](=[O:51])[CH3:52].[CH:26]([CH3:27])([CH3:28])[NH:29][CH:30]([CH3:31])[CH3:32].[Cl-:45].[Cl:33][CH2:34][Cl:35].[NH4+:46]>>[CH3:1][S:2](=[O:3])(=[O:4])[c:5]1[cH:6][cH:7][c:8]([CH2:11][C:12](=[O:14])[NH:29][CH:26]([CH3:27])[CH3:28])[cH:9][cH:10]1. The reactants are CC1CCCN1CCCOc1ccc(Br)cc1F, O=C([O-])[O-], CNC1CCCCC1NC, CN(C)C=O, [Cs+], [Cs+], I[Cu]I, O=C(c1cn[nH]c1)N1CCOCC1. The product is CC1CCCN1CCCOc1ccc(-n2cc(C(=O)N3CCOCC3)cn2)cc1F. RXN SMILES: [Br:1][c:2]1[cH:3][c:4]([F:18])[c:5]([O:6][CH2:7][CH2:8][CH2:9][N:10]2[CH:11]([CH3:15])[CH2:12][CH2:13][CH2:14]2)[cH:16][cH:17]1.[C:32](=[O:33])([O-:34])[O-:35].[CH3:38][NH:39][CH:40]1[CH2:41][CH2:42][CH2:43][CH2:44][CH:45]1[NH:46][CH3:47].[CH3:48][N:49]([CH3:50])[CH:51]=[O:52].[Cs+:36].[Cs+:37].[Cu:53]([I:54])[I:55].[O:19]1[CH2:20][CH2:21][N:22]([C:25](=[O:26])[c:27]2[cH:28][n:29][nH:30][cH:31]2)[CH2:23][CH2:24]1>>[c:2]1(-[n:29]2[cH:28][c:27]([C:25]([N:22]3[CH2:21][CH2:20][O:19][CH2:24][CH2:23]3)=[O:26])[cH:31][n:30]2)[cH:3][c:4]([F:18])[c:5]([O:6][CH2:7][CH2:8][CH2:9][N:10]2[CH:11]([CH3:15])[CH2:12][CH2:13][CH2:14]2)[cH:16][cH:17]1. Starting materials: C1(CCCC1)[C@H](C(=O)O[C@H]1[C@@H](CC[C@H](C1)C)C(C)C)C1=CC=C(C=C1)C ((1R,2S,5R)-5-methyl-2-(propan-2-yl)cyclohexyl(2S)-cyclopentyl(4-methylphenyl)ethanoate). Solvent: FC(C(=O)O)(F)F (trifluoroacetic acid). Yields the product C1(CCCC1)[C@H](C(=O)O)C1=CC=C(C=C1)C ((2S)-Cyclopentyl-(4-methylphenyl)acetic acid). As a reaction SMILES: [CH:1]1([C@@H:6]([C:20]2[CH:25]=[CH:24][C:23]([CH3:26])=[CH:22][CH:21]=2)[C:7]([O:9][C@@H]2C[C@H](C)CC[C@H]2C(C)C)=[O:8])[CH2:5][CH2:4][CH2:3][CH2:2]1>FC(F)(F)C(O)=O>[CH:1]1([C@@H:6]([C:20]2[CH:25]=[CH:24][C:23]([CH3:26])=[CH:22][CH:21]=2)[C:7]([OH:9])=[O:8])[CH2:5][CH2:4][CH2:3][CH2:2]1. Reported procedure: 50.0 g (0.140 mol) of (1R,2S,5R)-5-methyl-2-(propan-2-yl)cyclohexyl(2S)-cyclopentyl(4-methylphenyl)ethanoate were stirred under reflux for 16 h in 500 ml of trifluoroacetic acid. The trifluoroacetic acid was then removed on a rotary evaporator and the residue was taken up in 500 ml each of water and ethyl acetate. After extraction, the organic phase was washed with saturated sodium chloride solution, dried over sodium sulfate and concentrated. The residue was taken up in 1.5 liters of water, adj... RXN SMILES: [CH3:17][C:18](=[CH:19][CH2:20][CH2:21][C:22]([CH3:23])=[CH:24][CH2:25][CH:26]=[C:27]([CH3:28])[CH:29]=[CH2:30])[CH3:31].[CH:1](=[O:2])[CH:3]=[C:4]([CH3:5])[CH2:6][CH2:7][CH:8]=[C:9]([CH3:10])[CH2:11][CH2:12][CH:13]=[C:14]([CH3:15])[CH3:16]>>[CH2:1]([OH:2])[CH:3]=[C:4]([CH3:5])[CH2:6][CH2:7][CH:8]=[C:9]([CH3:10])[CH2:11][CH2:12][CH:13]=[C:14]([CH3:15])[CH3:16]. The product is CC(C)=CCCC(C)=CCCC(C)=CCO. Starting materials: C=CC(C)=CCC=C(C)CCC=C(C)C, CC(C)=CCCC(C)=CCCC(C)=CC=O.